The task is: describe an organic reaction: reactants, conditions, products, and yield. This data is from the Open Reaction Database (ORD), a public repository of structured organic reaction records. Starting materials: CCOc1ccc2ccccc2c1C(=O)n1cc(Br)c2cccnc21, O=C([O-])[O-], CS(=O)(=O)c1ccc(B(O)O)cc1, [K+], [K+], C1CCOC1, c1ccc(P(c2ccccc2)(c2ccccc2)[Pd](P(c2ccccc2)(c2ccccc2)c2ccccc2)(P(c2ccccc2)(c2ccccc2)c2ccccc2)P(c2ccccc2)(c2ccccc2)c2ccccc2)cc1. Product: CCOc1ccc2ccccc2c1C(=O)n1cc(-c2ccc(S(C)(=O)=O)cc2)c2cccnc21. RXN SMILES: [Br:1][c:2]1[cH:3][n:4]([C:11](=[O:12])[c:13]2[c:14]([O:23][CH2:24][CH3:25])[cH:15][cH:16][c:17]3[cH:18][cH:19][cH:20][cH:21][c:22]23)[c:5]2[n:6][cH:7][cH:8][cH:9][c:10]12.[C:44](=[O:45])([O-:46])[O-:47].[CH3:26][S:27](=[O:28])(=[O:29])[c:30]1[cH:31][cH:32][c:33]([B:36]([OH:37])[OH:38])[cH:34][cH:35]1.[K+:48].[K+:49].[O:39]1[CH2:40][CH2:41][CH2:42][CH2:43]1.[cH:50]1[cH:51][cH:52][c:53]([P:54]([Pd:55]([P:56]([c:57]2[cH:58][cH:59][cH:60][cH:61][cH:62]2)([c:63]2[cH:64][cH:65][cH:66][cH:67][cH:68]2)[c:69]2[cH:70][cH:71][cH:72][cH:73][cH:74]2)([P:75]([c:76]2[cH:77][cH:78][cH:79][cH:80][cH:81]2)([c:82]2[cH:83][cH:84][cH:85][cH:86][cH:87]2)[c:88]2[cH:89][cH:90][cH:91][cH:92][cH:93]2)[P:94]([c:95]2[cH:96][cH:97][cH:98][cH:99][cH:100]2)([c:101]2[cH:102][cH:103][cH:104][cH:105][cH:106]2)[c:107]2[cH:108][cH:109][cH:110][cH:111][cH:112]2)([c:113]2[cH:114][cH:115][cH:116][cH:117][cH:118]2)[c:119]2[cH:120][cH:121][cH:122][cH:123][cH:124]2)[cH:125][cH:126]1>>[c:2]1(-[c:33]2[cH:32][cH:31][c:30]([S:27]([CH3:26])(=[O:28])=[O:29])[cH:35][cH:34]2)[cH:3][n:4]([C:11](=[O:12])[c:13]2[c:14]([O:23][CH2:24][CH3:25])[cH:15][cH:16][c:17]3[cH:18][cH:19][cH:20][cH:21][c:22]23)[c:5]2[n:6][cH:7][cH:8][cH:9][c:10]12. Starting materials: C1(=CC=CC=C1)/C=1/C(=O)OC(\C1)=O (Phenylmaleic anhydride), O.O.O.C(C)(=O)[O-].[Na+] (sodium acetate trihydrate), O.NN (hydrazine monohydrate). The solvent is C(C)(=O)O (acetic acid). The product is C1(=CC=CC=C1)C=1C(N=NC(C1)=O)=O (4-Phenylpyridazine-3,6-dione). Yield: 33.9%. Reaction SMILES: [C:1]1([C:7]2[C:8](O[C:11](=[O:13])[CH:12]=2)=[O:9])[CH:6]=[CH:5][CH:4]=[CH:3][CH:2]=1.O.O.O.C([O-])(=O)C.[Na+].O.[NH2:23][NH2:24]>C(O)(=O)C>[C:1]1([C:7]2[C:8](=[O:9])[N:23]=[N:24][C:11](=[O:13])[CH:12]=2)[CH:6]=[CH:5][CH:4]=[CH:3][CH:2]=1 |f:1.2.3.4.5,6.7|. Procedure: Phenylmaleic anhydride (20 g, 115 mmol), sodium acetate trihydrate (1875 g, 138 mmol), hydrazine monohydrate (6.68 ml, 133 mmol) and 40% aqueous acetic acid (400 ml) were heated at reflux for 15 h then allowed to cool. The reaction mixture was left to cool in the fridge for 1 h. The solid produced was filtered and washed with water and diethyl ether before drying in a vacuum oven at 40° C. to give the required product (7.26 g). 1H NMR (250 MHz, DMSO) δ 3.43 (2H, broad peak), 7.17 (1H, s), 7.44 (... Starting materials: O (H2O), BrC=1C=CC(=NC1)F (5-bromo-2-fluoropyridine), N1C=NC(=C1)C=O (4-imidazolecarboxaldehyde), C(=O)([O-])[O-].[K+].[K+] (K2CO3). Solvent: CN(C)C=O (DMF). Run at temperature 70 celsius, time 8 hour. Yields the product BrC=1C=CC(=NC1)N1C=NC(=C1)C=O (1-(5-bromopyridin-2-yl)-1H-imidazole-4-carbaldehyde). The yield is 81.8%. As a reaction SMILES: [Br:1][C:2]1[CH:3]=[CH:4][C:5](F)=[N:6][CH:7]=1.[NH:9]1[CH:13]=[C:12]([CH:14]=[O:15])[N:11]=[CH:10]1.C([O-])([O-])=O.[K+].[K+].O>CN(C=O)C>[Br:1][C:2]1[CH:3]=[CH:4][C:5]([N:9]2[CH:13]=[C:12]([CH:14]=[O:15])[N:11]=[CH:10]2)=[N:6][CH:7]=1 |f:2.3.4|. Procedure: A mixture of 5-bromo-2-fluoropyridine (630 mg, 3.58 mmol), 4-imidazolecarboxaldehyde (355 mg, 3.70 mmol) and K2CO3 (1.00 g, 7.25 mmol) in DMF (10 mL) was stirred at 70° C. overnight. After being cooled down, H2O was added to induce precipitation. The precipitate was collected and dried on vacuum to give 1-(5-bromopyridin-2-yl)-1H-imidazole-4-carbaldehyde (738 mg). The reactants are C1CCC[C@@H]2CCCC[C@H]12 (cis-decalin), C(=O)(C)C(=O)C (biacetyl), ON1C(C=2C(C1=O)=CC=CC2)=O (N-hydroxyphthalimide), O=O (oxygen). The reagents and catalysts are C(C)(=O)[O-].[Co+2].C(C)(=O)[O-] (cobalt(II) acetate). The solvent is C(C)(=O)O (acetic acid). Yields the product C(C)(=O)[C@@]12CCCC[C@H]2CCCC1 (4a-acetyl-cis-decalin), O[C@@]12CCCC[C@H]2CCCC1 (4a-hydroxy-cis-decalin), O[C@@]12CCCC[C@]2(CCCC1)O (4a,8a-dihydroxy-cis-decalin), C1(CCCCC(CCCC1)=O)=O (1,6-cyclodecanedione). Isolated yield 10.0%. As a reaction SMILES: [CH2:1]1[C@@H:10]2[C@@H:5]([CH2:6][CH2:7][CH2:8][CH2:9]2)[CH2:4][CH2:3][CH2:2]1.[C:11]([C:14]([CH3:16])=[O:15])([CH3:13])=[O:12].ON1[C:22](=O)[C:21]2=[CH:24][CH:25]=[CH:26][CH:27]=[C:20]2[C:19]1=[O:28].[O:29]=O>C([O-])(=O)C.[Co+2].C([O-])(=O)C.C(O)(=O)C>[C:11]([C@@:5]12[CH2:6][CH2:7][CH2:8][CH2:9][C@@H:10]1[CH2:1][CH2:2][CH2:3][CH2:4]2)(=[O:12])[CH3:13].[OH:15][C@@:14]12[CH2:16][CH2:25][CH2:26][CH2:27][C@@H:20]1[CH2:21][CH2:22][CH2:13][CH2:11]2.[OH:12][C@@:11]12[CH2:3][CH2:2][CH2:1][CH2:10][C@:14]1([OH:15])[CH2:16][CH2:20][CH2:19][CH2:13]2.[C:19]1(=[O:28])[CH2:20][CH2:27][CH2:26][CH2:25][C:24](=[O:29])[CH2:21][CH2:22][CH2:13][CH2:11]1 |f:4.5.6|. Reported procedure: A mixture of 3 mmol of cis-decalin, 18 mmol of biacetyl, 0.3 mmol of N-hydroxyphthalimide, 0.015 mmol of cobalt(II) acetate, and 3 ml of acetic acid was stirred at 75° C. in an oxygen atmosphere (1 atm) for 8 hours. A gas chromatographic analysis of products in a reaction mixture found that 4a-acetyl-cis-decalin (yield: 24%), 4a-hydroxy-cis-decalin (yield: 4%), 4a,8a-dihydroxy-cis-decalin (yield: 22%), 1,6-cyclodecanedione (yield: 10%), and 4a-acetyl-8a-hydroxy-cis-decalin (yield: 5%) were forme...